This data is from the Open Reaction Database (ORD), a public repository of structured organic reaction records. The task is: describe an organic reaction: reactants, conditions, products, and yield Product: CCOC=Cc1ccc2ncc(C(=O)OCC)n2c1. Starting materials: CCOC(=O)c1cnc2ccc(Br)cn12, CCCC[Sn](C=COCC)(CCCC)CCCC, Cc1ccccc1, c1ccc(P(c2ccccc2)(c2ccccc2)[Pd](P(c2ccccc2)(c2ccccc2)c2ccccc2)(P(c2ccccc2)(c2ccccc2)c2ccccc2)P(c2ccccc2)(c2ccccc2)c2ccccc2)cc1. As a reaction SMILES: [Br:1][c:2]1[cH:3][cH:4][c:5]2[n:6]([cH:7]1)[c:8]([C:11](=[O:12])[O:13][CH2:14][CH3:15])[cH:9][n:10]2.[CH2:16]([Sn:17]([CH2:18][CH2:19][CH2:20][CH3:26])([CH:21]=[CH:22][O:23][CH2:24][CH3:25])[CH2:27][CH2:28][CH2:29][CH3:30])[CH2:31][CH2:32][CH3:33].[CH3:34][c:35]1[cH:36][cH:37][cH:38][cH:39][cH:40]1.[cH:41]1[cH:42][cH:43][c:44]([P:45]([Pd:46]([P:47]([c:48]2[cH:49][cH:50][cH:51][cH:52][cH:53]2)([c:54]2[cH:55][cH:56][cH:57][cH:58][cH:59]2)[c:60]2[cH:61][cH:62][cH:63][cH:64][cH:65]2)([P:66]([c:67]2[cH:68][cH:69][cH:70][cH:71][cH:72]2)([c:73]2[cH:74][cH:75][cH:76][cH:77][cH:78]2)[c:79]2[cH:80][cH:81][cH:82][cH:83][cH:84]2)[P:85]([c:86]2[cH:87][cH:88][cH:89][cH:90][cH:91]2)([c:92]2[cH:93][cH:94][cH:95][cH:96][cH:97]2)[c:98]2[cH:99][cH:100][cH:101][cH:102][cH:103]2)([c:104]2[cH:105][cH:106][cH:107][cH:108][cH:109]2)[c:110]2[cH:111][cH:112][cH:113][cH:114][cH:115]2)[cH:116][cH:117]1>>[c:2]1([CH:21]=[CH:22][O:23][CH2:24][CH3:25])[cH:3][cH:4][c:5]2[n:6]([cH:7]1)[c:8]([C:11](=[O:12])[O:13][CH2:14][CH3:15])[cH:9][n:10]2.